Dataset: the Open Reaction Database (ORD), a public repository of structured organic reaction records. Task: describe an organic reaction: reactants, conditions, products, and yield Starting materials: NC1=C(C=NC=C1Cl)Cl (4-amino-3,5-dichloro pyridine), [H-].[Na+] (sodium hydride), O (Water), C(C)OC(=O)N1CC2=C(CC1)C=1C(O2)=C(C=CC1C(=O)OC1=CC=C(C=C1)[N+](=O)[O-])OC (4-nitrophenyl 2-(ethoxycarbonyl)-8-methoxy-1,2,3,4-tetrahydro[1]benzofuro[2,3-c]pyridine-5-carboxylate). Run in CN(C)C=O (DMF). Yields the product ClC=1C=NC=C(C1NC(=O)C=1C=CC(=C2C1C1=C(CN(CC1)C(=O)OCC)O2)OC)Cl (N-(3,5-dichloropyridin-4-yl)-2-(ethoxycarbonyl)-8-methoxy-1,2,3,4-tetrahydro[1]benzofuro[2,3-c]pyridine-5-carboxamide). Reaction SMILES: [NH2:1][C:2]1[C:7]([Cl:8])=[CH:6][N:5]=[CH:4][C:3]=1[Cl:9].[H-].[Na+].[CH2:12]([O:14][C:15]([N:17]1[CH2:22][CH2:21][C:20]2[C:23]3[C:24](=[C:26]([O:42][CH3:43])[CH:27]=[CH:28][C:29]=3[C:30](OC3C=CC([N+]([O-])=O)=CC=3)=[O:31])[O:25][C:19]=2[CH2:18]1)=[O:16])[CH3:13].O>CN(C=O)C>[Cl:9][C:3]1[CH:4]=[N:5][CH:6]=[C:7]([Cl:8])[C:2]=1[NH:1][C:30]([C:29]1[CH:28]=[CH:27][C:26]([O:42][CH3:43])=[C:24]2[O:25][C:19]3[CH2:18][N:17]([C:15]([O:14][CH2:12][CH3:13])=[O:16])[CH2:22][CH2:21][C:20]=3[C:23]=12)=[O:31] |f:1.2|. Reported procedure: To a solution of 4-amino-3,5-dichloro pyridine (0.125 g, 0.765 mmol) in dry DMF, sodium hydride (0.0162 g, 0.675 mmol) was added at 0° C. followed by 4-nitrophenyl 2-(ethoxycarbonyl)-8-methoxy-1,2,3,4-tetrahydro[1]benzofuro[2,3-c]pyridine-5-carboxylate (0.197 g, 0.45 mmol). Water was added to RM. Solid filtered out and purified on Silica Gel column with CHCl3: EtOAc to yield N-(3,5-dichloropyridin-4-yl)-2-(ethoxycarbonyl)-8-methoxy-1,2,3,4-tetrahydro[1]benzofuro[2,3-c]pyridine-5-carboxamide.